Dataset: the Open Reaction Database (ORD), a public repository of structured organic reaction records. Task: describe an organic reaction: reactants, conditions, products, and yield Starting materials: COC(C1=CC(C(=O)OC)=CC(=C1)OCC(N)=O)=O (5-carbamoylmethoxyisophthalic acid dimethyl ester), [OH-].[Na+] (NaOH). The solvent is CO (MeOH). Reaction conditions: temperature 50 celsius, time 18 hour. Yields the product COC(C1=CC(C(=O)O)=CC(=C1)OCC(N)=O)=O (5-carbamoylmethoxyisophthalic acid monomethyl ester). RXN SMILES: C[O:2][C:3](=[O:19])[C:4]1[CH:13]=[C:12]([O:14][CH2:15][C:16](=[O:18])[NH2:17])[CH:11]=[C:6]([C:7]([O:9][CH3:10])=[O:8])[CH:5]=1.[OH-].[Na+]>CO>[CH3:10][O:9][C:7](=[O:8])[C:6]1[CH:11]=[C:12]([O:14][CH2:15][C:16](=[O:18])[NH2:17])[CH:13]=[C:4]([C:3]([OH:19])=[O:2])[CH:5]=1 |f:1.2|. Procedure: Next, to a solution of 5-carbamoylmethoxyisophthalic acid dimethyl ester (371 mg, 1.39 mmol) in MeOH (10 mL) is added aqueous 1M NaOH (1.39 mL, 1.39 mmol) and the mixture is stirred at 50° C. for 18 hours. The solvent is removed under reduced pressure and water is added to the residue. The aqueous solution is acidified with aqueous 1M HCl and the resulting precipitate is filtered, washed with water and dried under reduced pressure to give 5-carbamoylmethoxyisophthalic acid monomethyl ester. MS 2... Reactants: NC1=NC(=NC=C1C#N)SCC (4-Amino-2-ethylsulfanyl-pyrimidine-5-carbonitrile), COC(N(C)C)OC (N,N-dimethylformamide dimethyl acetal). The solvent is C1(=CC=CC=C1)C (toluene). Product: C(#N)C=1C(=NC(=NC1)SCC)N=CN(C)C (N′-(5-Cyano-2-ethylsulfanyl-pyrimidin-4-yl)-N,N-dimethyl-formamidine). Yield: 99.5%. As a reaction SMILES: [NH2:1][C:2]1[C:7]([C:8]#[N:9])=[CH:6][N:5]=[C:4]([S:10][CH2:11][CH3:12])[N:3]=1.CO[CH:15](OC)[N:16]([CH3:18])[CH3:17]>C1(C)C=CC=CC=1>[C:8]([C:7]1[C:2]([N:1]=[CH:15][N:16]([CH3:18])[CH3:17])=[N:3][C:4]([S:10][CH2:11][CH3:12])=[N:5][CH:6]=1)#[N:9]. Procedure details: A solution of the product from Example 156A (200 mg, 1.11 mmol) and N,N-dimethylformamide dimethyl acetal (0.15 mL, 1.11 mmol) in toluene (10 mL) was refluxed for 2.5 hours. After cooling to room temperature the solution was concentrated under vacuum to provide the title compound as a colorless solid (260 mg, 100%). Product: Nc1cc(Br)ccc1O. The reactants are O=[N+]([O-])c1cc(Br)ccc1O, CCOC(C)=O, [K+], [OH-], O. As a reaction SMILES: [Br:3][c:4]1[cH:5][c:6]([N+:11]([O-:12])=[O:13])[c:7]([OH:10])[cH:8][cH:9]1.[CH3:14][CH2:15][O:16][C:17](=[O:18])[CH3:19].[K+:2].[OH-:1].[OH2:20]>>[Br:3][c:4]1[cH:5][c:6]([NH2:11])[c:7]([OH:10])[cH:8][cH:9]1.